This data is from the Open Reaction Database (ORD), a public repository of structured organic reaction records. The task is: describe an organic reaction: reactants, conditions, products, and yield Starting materials: NCC(=O)N[C@@H](CCCNC(N)=N)C(=O)O (H-Gly-Arg), N([C@H](CCCCNC(=O)OC(C)(C)C)C(=O)ON1C(=O)CCC1=O)C(=O)OCC1=CC=CC=C1 (Z-D-Lys(BOC)-OSu). Run in CN(C)C=O (DMF), CO (MeOH). Yields the product N([C@H](CCCCNC(=O)OC(C)(C)C)C(=O)NCC(=O)N[C@@H](CCCNC(N)=N)C(=O)O)C(=O)OCC1=CC=CC=C1 (Z-D-Lys(BOC)-Gly-Arg). Yield: 97.4%. Reaction SMILES: [NH2:1][CH2:2][C:3]([NH:5][C@H:6]([C:14]([OH:16])=[O:15])[CH2:7][CH2:8][CH2:9][NH:10][C:11](=[NH:13])[NH2:12])=[O:4].[NH:17]([C:41]([O:43][CH2:44][C:45]1[CH:50]=[CH:49][CH:48]=[CH:47][CH:46]=1)=[O:42])[C@@H:18]([C:31](ON1C(=O)CCC1=O)=[O:32])[CH2:19][CH2:20][CH2:21][CH2:22][NH:23][C:24]([O:26][C:27]([CH3:30])([CH3:29])[CH3:28])=[O:25]>CN(C=O)C.CO>[NH:17]([C:41]([O:43][CH2:44][C:45]1[CH:46]=[CH:47][CH:48]=[CH:49][CH:50]=1)=[O:42])[C@@H:18]([C:31]([NH:1][CH2:2][C:3]([NH:5][C@H:6]([C:14]([OH:16])=[O:15])[CH2:7][CH2:8][CH2:9][NH:10][C:11](=[NH:12])[NH2:13])=[O:4])=[O:32])[CH2:19][CH2:20][CH2:21][CH2:22][NH:23][C:24]([O:26][C:27]([CH3:28])([CH3:30])[CH3:29])=[O:25]. Procedure: 8.8 Grams (20 mM) of H-Gly-Arg-CHA.2HCl was dissolved in 21.5 ml of DMF, to this solution was added 5.1 ml (40 mM) of NEM. To the mixture was further added with 9.6 g (20 mM) of Z-D-Lys(BOC)-OSu and reacted at room temperature for 18 hours. After the reaction was completed, the DMF was removed by evaporation under a reduced pressure and the residue obtained was dissolved in MeOH and reprecipitated in 1 liter of AcOEt. The crystals precipitated were collected by filtration and dried to obtain 14.... Starting materials: [H-].[Na+] (sodium hydride), OC1=CC(=CC=2C(CCC(C12)(C)C)(C)C)C=O (4-hydroxy-5,5,8,8-tetramethyl-5,6,7,8-tetrahydronaphthalene-2-carbaldehyde), C(C)OCCBr (2-ethoxyethyl bromide). The solvent is CN(C)C=O (DMF). Reaction conditions: time 1 hour. Product: CC1(C=2C(=CC(=CC2C(CC1)(C)C)C=O)OCCOCC)C (5,5,8,8-Tetramethyl-4-(2-ethoxyethoxy)-5,6,7,8-tetrahydronaphthalene-2-carbaldehyde). Isolated yield 86.0%. RXN SMILES: [OH:1][C:2]1[C:11]2[C:10]([CH3:13])([CH3:12])[CH2:9][CH2:8][C:7]([CH3:15])([CH3:14])[C:6]=2[CH:5]=[C:4]([CH:16]=[O:17])[CH:3]=1.[H-].[Na+].[CH2:20]([O:22][CH2:23][CH2:24]Br)[CH3:21]>CN(C=O)C>[CH3:13][C:10]1([CH3:12])[CH2:9][CH2:8][C:7]([CH3:15])([CH3:14])[C:6]2[CH:5]=[C:4]([CH:16]=[O:17])[CH:3]=[C:2]([O:1][CH2:21][CH2:20][O:22][CH2:23][CH3:24])[C:11]1=2 |f:1.2|. Procedure details: 36 g (156 mmol) of 4-hydroxy-5,5,8,8-tetramethyl-5,6,7,8-tetrahydronaphthalene-2-carbaldehyde are dissolved in 400 mL of anhydrous DMF. 6.5 g (163 mmol) of 60% sodium hydride are added portionwise and the reaction medium is stirred for 1 hour. 25 g (163 mmol) of 2-ethoxyethyl bromide are added portionwise and the medium is stirred at room temperature for 2 hours and then hydrolysed and extracted with ethyl ether. The organic phase is washed with 1N sodium hydroxide solution, and then three times... Starting materials: COC=1C=C(C=CC1OC)C(=O)N=C=S (3,4-dimethoxy-1-benzenecarbonyl isothiocyanate), COC=1C=C(C=CC1OC)C(=O)Cl (3,4-dimethoxy-1-benzenecarbonyl chloride), ClC=1C=C(N)C=CC1OC1=CC=NC2=CC(=C(C=C12)OC)OC (3-Chloro-4-[(6,7-dimethoxy-4-quinolyl)oxy]aniline). Solvent: C(C)O (ethanol), C(C)O (ethanol), C1(=CC=CC=C1)C (toluene). Conditions: time 2 hour. The product is COC=1C=C(C=CC1OC)C(=O)N=C=S (3,4-Dimethoxy-1-benzenecarbonyl isothiocyanate), ClC=1C=C(C=CC1OC1=CC=NC2=CC(=C(C=C12)OC)OC)NC(=S)NC(C1=CC(=C(C=C1)OC)OC)=O (N-{3-Chloro-4-[(6,7-dimethoxy-4-quinolyl)oxy]phenyl}-N′-(3,4-dimethoxybenzoyl)thiourea). The yield is 58.0%. As a reaction SMILES: COC1C=C(C(Cl)=O)C=CC=1OC.[Cl:14][C:15]1[CH:16]=[C:17]([CH:19]=[CH:20][C:21]=1[O:22][C:23]1[C:32]2[C:27](=[CH:28][C:29]([O:35][CH3:36])=[C:30]([O:33][CH3:34])[CH:31]=2)[N:26]=[CH:25][CH:24]=1)[NH2:18].[CH3:37][O:38][C:39]1[CH:40]=[C:41]([C:47]([N:49]=[C:50]=[S:51])=[O:48])[CH:42]=[CH:43][C:44]=1[O:45][CH3:46]>C1(C)C=CC=CC=1.C(O)C>[CH3:37][O:38][C:39]1[CH:40]=[C:41]([C:47]([N:49]=[C:50]=[S:51])=[O:48])[CH:42]=[CH:43][C:44]=1[O:45][CH3:46].[Cl:14][C:15]1[CH:16]=[C:17]([NH:18][C:50]([NH:49][C:47](=[O:48])[C:41]2[CH:42]=[CH:43][C:44]([O:45][CH3:46])=[C:39]([O:38][CH3:37])[CH:40]=2)=[S:51])[CH:19]=[CH:20][C:21]=1[O:22][C:23]1[C:32]2[C:27](=[CH:28][C:29]([O:35][CH3:36])=[C:30]([O:33][CH3:34])[CH:31]=2)[N:26]=[CH:25][CH:24]=1. Procedure: 3,4-Dimethoxy-1-benzenecarbonyl isothiocyanate was prepared using commercially available 3,4-dimethoxy-1-benzenecarbonyl chloride (80 mg) as a starting compound according to the description of the literature. 3-Chloro-4-[(6,7-dimethoxy-4-quinolyl)oxy]aniline (50 mg) was dissolved in toluene (5 ml) and ethanol (1 ml) to prepare a solution. A solution of 3,4-dimethoxy-1-benzenecarbonyl isothiocyanate in ethanol (1 ml) was then added to the solution, and the mixture was stirred at room temperature ... The reactants are crude residue, N1N=C(C2=CC=CC=C12)C(C(=O)Cl)=O ((1H-Indazol-3-yl)-2-oxo-acetyl chloride), C[C@@H]1CN(CCN1)C(C1=CC=CC=C1)=O (3-(R)-methyl-1-benzoyl piperazine), N1=CC=CC=C1 (pyridine). The solvent is CC#N (CH3CN). Run at time 1 hour. Product: C(C1=CC=CC=C1)(=O)N1CCN(CC1)C(C(=O)C1=NNC2=CC=CC=C12)=O (1-(benzoyl)-4-[(1H-indazol-3-yl)-2-oxoacetyl]piperazine). The yield is 2.9%. RXN SMILES: [NH:1]1[C:9]2[C:4](=[CH:5][CH:6]=[CH:7][CH:8]=2)[C:3]([C:10](=[O:14])[C:11](Cl)=[O:12])=[N:2]1.C[C@H:16]1[NH:21][CH2:20][CH2:19][N:18]([C:22](=[O:29])[C:23]2[CH:28]=[CH:27][CH:26]=[CH:25][CH:24]=2)[CH2:17]1.N1C=CC=CC=1>CC#N>[C:22]([N:18]1[CH2:19][CH2:20][N:21]([C:11](=[O:12])[C:10]([C:3]2[C:4]3[C:9](=[CH:8][CH:7]=[CH:6][CH:5]=3)[NH:1][N:2]=2)=[O:14])[CH2:16][CH2:17]1)(=[O:29])[C:23]1[CH:28]=[CH:27][CH:26]=[CH:25][CH:24]=1. Reported procedure: The crude residue containing (1H-Indazol-3-yl)-2-oxo-acetyl chloride (50 mg) was dissolved in dry CH3CN (7 mL), and to the resulting solution was added 3-(R)-methyl-1-benzoyl piperazine (50 mg) and pyridine (1 mL). The reaction mixture was stirred for 1 hour at room temperature then was concentrated in vacuo. The resulting residue was purified using Shimadzu automated preparative HPLC System to give 1-(benzoyl)-4-[(1H-indazol-3-yl)-2-oxoacetyl]piperazine (2.5 mg). 1H NMR (500 MHz, MeOD) δ 8.42 (... The reactants are ClC1=CC(=NC(=N1)SCC1=CC=CC=C1)N(S(=O)(=O)N1CCOCC1)COCC[Si](C)(C)C (N-{6-Chloro-2-[benzylthio]pyrimidin-4-yl}-N-{[2-(trimethylsilyl)-ethoxy]methyl}morpholine-4-sulfon amide), N[C@H](C)CO ((R)-alaninol). Solvent: CN1CCCC1=O (NMP). Product: C(C1=CC=CC=C1)SC1=NC(=CC(=N1)N(S(=O)(=O)N1CCOCC1)COCC[Si](C)(C)C)N[C@@H](CO)C (N-(2-[benzylthio]-6-{[(1R)-2-hydroxy-1-methylethyl]amino}-pyrimidin-4-yl)-N-{[2-(trimethylsilyl)ethoxy]methyl}morpholine-4-sulfonamide). RXN SMILES: Cl[C:2]1[N:7]=[C:6]([S:8][CH2:9][C:10]2[CH:15]=[CH:14][CH:13]=[CH:12][CH:11]=2)[N:5]=[C:4]([N:16]([CH2:26][O:27][CH2:28][CH2:29][Si:30]([CH3:33])([CH3:32])[CH3:31])[S:17]([N:20]2[CH2:25][CH2:24][O:23][CH2:22][CH2:21]2)(=[O:19])=[O:18])[CH:3]=1.[NH2:34][C@@H:35]([CH2:37][OH:38])[CH3:36]>CN1C(=O)CCC1>[CH2:9]([S:8][C:6]1[N:5]=[C:4]([N:16]([CH2:26][O:27][CH2:28][CH2:29][Si:30]([CH3:33])([CH3:32])[CH3:31])[S:17]([N:20]2[CH2:25][CH2:24][O:23][CH2:22][CH2:21]2)(=[O:19])=[O:18])[CH:3]=[C:2]([NH:34][C@H:35]([CH3:36])[CH2:37][OH:38])[N:7]=1)[C:10]1[CH:15]=[CH:14][CH:13]=[CH:12][CH:11]=1. Procedure details: The subtitle compound was prepared as a yellow oil by the method of Example 43 step by reacting the subtitle product of step i) (11.75 g) with (R)-alaninol (3.4 ml) in NMP (30 ml). Yield: 12.2 g. The reactants are N1(CCC1)CCN1C(=NC(=C1)C=1C=NC=C(C1)C(F)(F)F)C1CCN(CC1)C1=C(C(=NC=N1)N)CC (6-(4-(1-(2-(azetidin-1-yl)ethyl)-4-(5-(trifluoromethyl)pyridin-3-yl)-1H-imidazol-2-yl)piperidin-1-yl)-5-ethylpyrimidin-4-amine), N1(CCC1)CCN1C(=NC(=C1)C1=CC(=NC=C1)OC)C1CCNCC1 (4-(1-(2-(azetidin-1-yl)ethyl)-2-(piperidin-4-yl)-1H-imidazol-4-yl)-2-methoxypyridine). Yields the product N1(CCC1)CCN1C(=NC(=C1)C1=CC(=NC=C1)OC)C1CCN(CC1)C1=C(C(=NC=N1)N)CC (6-(4-(1-(2-(azetidin-1-yl)ethyl)-4-(2-methoxypyridin-4-yl)-1H-imidazol-2-yl)piperidin-1-yl)-5-ethylpyrimidin-4-amine). Reaction SMILES: [N:1]1([CH2:5][CH2:6][N:7]2[CH:11]=[C:10](C3C=NC=C(C(F)(F)F)C=3)[N:9]=[C:8]2[CH:22]2[CH2:27][CH2:26][N:25]([C:28]3[N:33]=[CH:32][N:31]=[C:30]([NH2:34])[C:29]=3[CH2:35][CH3:36])[CH2:24][CH2:23]2)[CH2:4][CH2:3][CH2:2]1.N1(CCN2C=C([C:48]3[CH:53]=[CH:52][N:51]=[C:50]([O:54][CH3:55])[CH:49]=3)N=C2C2CCNCC2)CCC1>>[N:1]1([CH2:5][CH2:6][N:7]2[CH:11]=[C:10]([C:48]3[CH:53]=[CH:52][N:51]=[C:50]([O:54][CH3:55])[CH:49]=3)[N:9]=[C:8]2[CH:22]2[CH2:23][CH2:24][N:25]([C:28]3[N:33]=[CH:32][N:31]=[C:30]([NH2:34])[C:29]=3[CH2:35][CH3:36])[CH2:26][CH2:27]2)[CH2:2][CH2:3][CH2:4]1. Reported procedure: The title compound was prepared in an analogous manner as 6-(4-(1-(2-(azetidin-1-yl)ethyl)-4-(5-(trifluoromethyl)pyridin-3-yl)-1H-imidazol-2-yl)piperidin-1-yl)-5-ethylpyrimidin-4-amine of using 4-(1-(2-(azetidin-1-yl)ethyl)-2-(piperidin-4-yl)-1H-imidazol-4-yl)-2-methoxypyridine instead of 3-(1-(2-(azetidin-1-yl)ethyl)-2-(piperidin-4-yl)-1H-imidazol-4-yl)-5-(trifluoromethyl)pyridine hydrochloride salt. LC-MS: (M+1=463, obsd.=463).